This data is from the Open Reaction Database (ORD), a public repository of structured organic reaction records. The task is: describe an organic reaction: reactants, conditions, products, and yield The reactants are BrC=1C=CC(=NC1)C(=O)OC(C)(C)C (t-butyl 5-bromopicolinate), COC(=O)C1=CC2=C(CC(O2)(C)C)C(=C1)O (4-hydroxy-2,2-dimethyl-2,3-dihydrobenzofuran-6-carboxylic acid methyl ester), [O-]P(=O)([O-])[O-].[K+].[K+].[K+] (K3PO4). Reagents/catalysts: CC(=O)[O-].CC(=O)[O-].[Pd+2] (Pd(OAc)2). The solvent is C1(=CC=CC=C1)C (toluene). Run at temperature 100 celsius. Yields the product C(C)(C)(C)OC(=O)C1=NC=C(C=C1)OC1=CC(=CC2=C1CC(O2)(C)C)C(=O)OC (5-(6-Methoxycarbonyl-2,2-dimethyl-2,3-dihydro-benzofuran-4-yloxy)-pyridine-2-carboxylic acid tert-butyl ester), mixture. The yield is 2.9%. Reaction SMILES: Br[C:2]1[CH:3]=[CH:4][C:5]([C:8]([O:10][C:11]([CH3:14])([CH3:13])[CH3:12])=[O:9])=[N:6][CH:7]=1.[CH3:15][O:16][C:17]([C:19]1[CH:29]=[C:28]([OH:30])[C:22]2[CH2:23][C:24]([CH3:27])([CH3:26])[O:25][C:21]=2[CH:20]=1)=[O:18].[O-]P([O-])([O-])=O.[K+].[K+].[K+]>C1(C)C=CC=CC=1.CC([O-])=O.CC([O-])=O.[Pd+2]>[C:11]([O:10][C:8]([C:5]1[CH:4]=[CH:3][C:2]([O:30][C:28]2[C:22]3[CH2:23][C:24]([CH3:27])([CH3:26])[O:25][C:21]=3[CH:20]=[C:19]([C:17]([O:16][CH3:15])=[O:18])[CH:29]=2)=[CH:7][N:6]=1)=[O:9])([CH3:14])([CH3:13])[CH3:12] |f:2.3.4.5,7.8.9|. Procedure: A mixture of t-butyl 5-bromopicolinate (581 mg, 2.25 mmol), 4-hydroxy-2,2-dimethyl-2,3-dihydro-benzofuran-6-carboxylic acid methyl ester (3e) (500 mg, 2.25 mmol), K3PO4 (956 mg, 4.50 mmol), 2-di-t-butylphosphino-2′,4′,6′-tri-i-propyl-1,1′-biphyl (96 mg, 0.225 mmol), and Pd(OAc)2 (51 mg, 0.225 mmol) in toluene (10 mL) was heated to 100° C. in a microwave for 3 h, cooled to room temperature, filtered through celite, washed with EtOAc, concentrated, and purified by Biotage column chromatography wit... The reactants are OS(=O)(=O)O (H2SO4), NC1=CC=C(C(=C1C(=O)OC)C)Br (Methyl 6-amino-3-bromo-2-methylbenzoate), N(=O)[O-].[Na+] (NaNO2). The solvent is O (water), O (water), O (water). Reaction conditions: temperature 0 celsius, time 15 minute. The product is BrC=1C(=C(C(=O)OC)C(=CC1)O)C (Methyl 3-bromo-6-hydroxy-2-methylbenzoate). Yield: 86.6%. Reaction SMILES: N[C:2]1[C:7]([C:8]([O:10][CH3:11])=[O:9])=[C:6]([CH3:12])[C:5]([Br:13])=[CH:4][CH:3]=1.N([O-])=[O:15].[Na+].OS(O)(=O)=O>O>[Br:13][C:5]1[C:6]([CH3:12])=[C:7]([C:2]([OH:15])=[CH:3][CH:4]=1)[C:8]([O:10][CH3:11])=[O:9] |f:1.2|. Reported procedure: A 0° C. suspension of Example 106A (1 g, 4.1 mmol) in water (6 mL) was treated dropwise with a solution of NaNO2 (285 mg) in water (1.25 mL), stirred at 0° C. for 15 minutes, then added slowly to a 90° C. solution of concentrated H2SO4 (4 mL) in water (4 mL). The reaction was stirred at 90° C. for 45 minutes, cooled to room temperature, and extracted three times with diethyl ether. The combined extracts were washed with aqueous NaHCO3 and brine, dried (MgSO4), filtered, and concentrated to give ...